describe an organic reaction: reactants, conditions, products, and yield From a dataset of the Open Reaction Database (ORD), a public repository of structured organic reaction records. The reactants are C(C1=CC=CC=C1)OC1=C(C=C(C=C1)C1=C(N=NC(=C1)OC1CCN(CC1)C)CCCC)OC (4-(4-benzyloxy-3-methoxy-phenyl)-3-butyl-6-(1-methyl-piperidin-4-yloxy)-pyridazine). Reagents/catalysts: [Pd] (palladium on activated carbon). Solvent: CO.C(C)(=O)OCC (methanol ethyl acetate). Reaction conditions: time 2 hour. Yields the product C(CCC)C=1N=NC(=CC1C1=CC(=C(C=C1)O)OC)OC1CCN(CC1)C (4-[3-butyl-6-(1-methyl-piperidin-4-yloxy)-pyridazin-4-yl]-2-methoxy-phenol). Yield: 88.0%. Reaction SMILES: C([O:8][C:9]1[CH:14]=[CH:13][C:12]([C:15]2[CH:20]=[C:19]([O:21][CH:22]3[CH2:27][CH2:26][N:25]([CH3:28])[CH2:24][CH2:23]3)[N:18]=[N:17][C:16]=2[CH2:29][CH2:30][CH2:31][CH3:32])=[CH:11][C:10]=1[O:33][CH3:34])C1C=CC=CC=1>CO.C(OCC)(=O)C.[Pd]>[CH2:29]([C:16]1[N:17]=[N:18][C:19]([O:21][CH:22]2[CH2:23][CH2:24][N:25]([CH3:28])[CH2:26][CH2:27]2)=[CH:20][C:15]=1[C:12]1[CH:13]=[CH:14][C:9]([OH:8])=[C:10]([O:33][CH3:34])[CH:11]=1)[CH2:30][CH2:31][CH3:32] |f:1.2|. Reported procedure: To a solution of 4-(4-benzyloxy-3-methoxy-phenyl)-3-butyl-6-(1-methyl-piperidin-4-yloxy)-pyridazine (1.0 mmol, 462 mg) in methanol/ethyl acetate (10 mL, 1/1) was added 10% palladium on activated carbon (70 mg). The mixture was repeatedly de-gassed under vacuum, filled with hydrogen for 3 times. Then hydrogen balloons were attached to the reaction, which was stirred at room temperature for 2 hours. TLC/LCMS monitored to completion. The mixture was then filtered through celite, the celite cake was... Starting materials: CCOC(=O)C(N)C(C)C, C1CCOC1, CO, CCN(C(C)C)C(C)C, ClCCl, Cl, COc1cc(COC(=O)N2CCSC2=S)ccc1OC(C)=O. Product: CCOC(=O)C(NC(=O)OCc1ccc(OC(C)=O)c(OC)c1)C(C)C. As a reaction SMILES: [CH2:2]([CH3:3])[O:4][C:5]([CH:6]([NH2:7])[CH:8]([CH3:9])[CH3:10])=[O:11].[CH2:34]1[O:35][CH2:36][CH2:37][CH2:38]1.[CH3:51][OH:52].[CH:39]([N:40]([CH:41]([CH3:42])[CH3:43])[CH2:44][CH3:45])([CH3:46])[CH3:47].[Cl:48][CH2:49][Cl:50].[ClH:1].[S:12]=[C:13]1[N:14]([C:18](=[O:19])[O:20][CH2:21][c:22]2[cH:23][c:24]([O:32][CH3:33])[c:25]([O:28][C:29]([CH3:30])=[O:31])[cH:26][cH:27]2)[CH2:15][CH2:16][S:17]1>>[CH2:2]([CH3:3])[O:4][C:5]([CH:6]([NH:7][C:18](=[O:19])[O:20][CH2:21][c:22]1[cH:23][c:24]([O:32][CH3:33])[c:25]([O:28][C:29]([CH3:30])=[O:31])[cH:26][cH:27]1)[CH:8]([CH3:9])[CH3:10])=[O:11]. RXN SMILES: [C:1](#[N:2])[c:3]1[c:4]([C:5](=[O:6])[OH:7])[cH:8][cH:9][cH:10][c:11]1[CH3:12].[CH3:13][Si:14]([Cl:15])([CH3:16])[CH3:17].[CH3:18][OH:19]>>[C:1](#[N:2])[c:3]1[c:4]([C:5](=[O:6])[O:7][CH3:13])[cH:8][cH:9][cH:10][c:11]1[CH3:12]. Reactants: Cc1cccc(C(=O)O)c1C#N, C[Si](C)(C)Cl, CO. The product is COC(=O)c1cccc(C)c1C#N. Reactants: CCOC(C)=O, CC(C)(C)C(=O)Nc1ccc(NCC2CCCCC2)c([N+](=O)[O-])c1. Product: CC(C)(C)C(=O)Nc1ccc(NCC2CCCCC2)c(N)c1. RXN SMILES: [CH3:25][CH2:26][O:27][C:28]([CH3:29])=[O:30].[CH:1]1([CH2:7][NH:8][c:9]2[c:10]([N+:22]([O-:23])=[O:24])[cH:11][c:12]([NH:15][C:16]([C:17]([CH3:18])([CH3:19])[CH3:20])=[O:21])[cH:13][cH:14]2)[CH2:2][CH2:3][CH2:4][CH2:5][CH2:6]1>>[CH:1]1([CH2:7][NH:8][c:9]2[c:10]([NH2:22])[cH:11][c:12]([NH:15][C:16]([C:17]([CH3:18])([CH3:19])[CH3:20])=[O:21])[cH:13][cH:14]2)[CH2:2][CH2:3][CH2:4][CH2:5][CH2:6]1. The reactants are C(#N)CC(CC1CCN(CC1)C(=O)OC(C)(C)C)=O (tert-butyl 4-(3-cyano-2-oxopropyl)piperidine-1-carboxylate), N1N=CC=C1N (1H-pyrazol-5-amine). Solvent: CC(=O)O (HOAc). The product is NC1=CC(=NC=2N1N=CC2)CC2CCN(CC2)C(=O)OC(C)(C)C (tert-butyl 4-((7-aminopyrazolo[1,5-a]pyrimidin-5-yl)methyl)piperidine-1-carboxylate). RXN SMILES: [C:1]([CH2:3][C:4](=O)[CH2:5][CH:6]1[CH2:11][CH2:10][N:9]([C:12]([O:14][C:15]([CH3:18])([CH3:17])[CH3:16])=[O:13])[CH2:8][CH2:7]1)#[N:2].[NH:20]1[C:24]([NH2:25])=[CH:23][CH:22]=[N:21]1>CC(O)=O>[NH2:2][C:1]1[N:20]2[N:21]=[CH:22][CH:23]=[C:24]2[N:25]=[C:4]([CH2:5][CH:6]2[CH2:11][CH2:10][N:9]([C:12]([O:14][C:15]([CH3:18])([CH3:17])[CH3:16])=[O:13])[CH2:8][CH2:7]2)[CH:3]=1. Procedure: The crude tert-butyl 4-(3-cyano-2-oxopropyl)piperidine-1-carboxylate was then heated at 100° C. overnight with 1H-pyrazol-5-amine (1197 mg, 14.41 mmoL) in HOAc (25 mL). Concentration provided crude tert-butyl 4-((7-aminopyrazolo[1,5-a]pyrimidin-5-yl)methyl)piperidine-1-carboxylate.